Dataset: the Open Reaction Database (ORD), a public repository of structured organic reaction records. Task: describe an organic reaction: reactants, conditions, products, and yield Starting materials: CC1Cc2cc3c(cc2C(c2ccc(N)cc2)=NN1)OCO3, O=C=Nc1ccccc1, c1ccccc1. Product: CC1Cc2cc3c(cc2C(c2ccc(N)cc2)=NN1C(=O)Nc1ccccc1)OCO3. RXN SMILES: [NH2:1][c:2]1[cH:3][cH:4][c:5]([C:8]2=[N:9][NH:10][CH:11]([CH3:22])[CH2:12][c:13]3[c:14]2[cH:15][c:16]2[c:17]([cH:18]3)[O:19][CH2:20][O:21]2)[cH:6][cH:7]1.[O:29]=[C:30]=[N:31][c:32]1[cH:33][cH:34][cH:35][cH:36][cH:37]1.[cH:23]1[cH:24][cH:25][cH:26][cH:27][cH:28]1>>[NH2:1][c:2]1[cH:3][cH:4][c:5]([C:8]2=[N:9][N:10]([C:30](=[O:29])[NH:31][c:32]3[cH:33][cH:34][cH:35][cH:36][cH:37]3)[CH:11]([CH3:22])[CH2:12][c:13]3[c:14]2[cH:15][c:16]2[c:17]([cH:18]3)[O:19][CH2:20][O:21]2)[cH:6][cH:7]1. Reactants: Br.C(CC)NC1CC2=CC=C(C(=C2CC1)N)O (2-propylamino-5-amino-6-hydroxy-1,2,3,4-tetrahydronaphthalene hydrobromide), C(=O)O (formic acid), C(C)(=O)OC(C)=O (acetic anhydride). Solvent: C(C)OCC (diethyl ether). Conditions: time 0.5 hour. Yields the product Br.C(CC)NC1CC2=CC=C(C(=C2CC1)NC=O)O (2-Propylamino-5-formylamino-6-hydroxy-1,2,3,4-tetrahydronaphthalene hydrobromide). RXN SMILES: [BrH:1].[CH2:2]([NH:5][CH:6]1[CH2:15][CH2:14][C:13]2[C:8](=[CH:9][CH:10]=[C:11]([OH:17])[C:12]=2[NH2:16])[CH2:7]1)[CH2:3][CH3:4].[CH:18](O)=[O:19].C(OC(=O)C)(=O)C>C(OCC)C>[BrH:1].[CH2:2]([NH:5][CH:6]1[CH2:15][CH2:14][C:13]2[C:8](=[CH:9][CH:10]=[C:11]([OH:17])[C:12]=2[NH:16][CH:18]=[O:19])[CH2:7]1)[CH2:3][CH3:4] |f:0.1,5.6|. Procedure details: 1.9 g of 2-propylamino-5-amino-6-hydroxy-1,2,3,4-tetrahydronaphthalene hydrobromide are introduced into a mixture of 6 ml of formic acid and 0.67 ml of acetic anhydride, kept in an ice-bath for 1/2 hour. The mixture is stirred for 3 hours at ambient temperature and then poured into diethyl ether. The precipitate which has formed is filtered off and washed with hot isopropyl alcohol. After drying, 1.7 g of the final compound are obtained, which melts at 210° C. Reactants: COC=1C=C(N)C=C(C1)OC (3,5-dimethoxyaniline), C(C)(=O)OC(C)=O (acetic anhydride), O (water). Run in C(=O)([O-])[O-].[Na+].[Na+] (Na2CO3), N1=CC=CC=C1 (pyridine). Yields the product COC=1C=C(C=C(C1)OC)NC(C)=O (N-(3,5dimethoxyphenyl)acetamide). As a reaction SMILES: [CH3:1][O:2][C:3]1[CH:4]=[C:5]([CH:7]=[C:8]([O:10][CH3:11])[CH:9]=1)[NH2:6].[C:12](OC(=O)C)(=[O:14])[CH3:13].O>N1C=CC=CC=1.C([O-])([O-])=O.[Na+].[Na+]>[CH3:11][O:10][C:8]1[CH:7]=[C:5]([NH:6][C:12](=[O:14])[CH3:13])[CH:4]=[C:3]([O:2][CH3:1])[CH:9]=1 |f:4.5.6|. Procedure: A solution of 15.3 g of 3,5-dimethoxyaniline and 57.5 ml of acetic anhydride in 40 ml of anhydrous pyridine is heated at reflux for 1 hour. The reaction mixture is then cooled and poured into 350 ml of water. The precipitate formed is suspended in 20% aqueous Na2CO3 solution and is then filtered off using a Buchner funnel, washed with water and dried under a phosphoric vacuum. A precipitate of 14.5 g of the expected product is obtained in the form of a white amorphous solid. Reactants: C=Cc1cc(Cl)c(C(=O)Nc2ccnc(Br)c2)c(Cl)c1, O=C([O-])[O-], [Cs+], [Cs+], NC(=O)C1CC1, C1COCCO1, O=C(C=Cc1ccccc1)C=Cc1ccccc1, O=C(C=Cc1ccccc1)C=Cc1ccccc1, O=C(C=Cc1ccccc1)C=Cc1ccccc1, [Pd], [Pd]. Product: C=Cc1cc(Cl)c(C(=O)Nc2ccnc(NC(=O)C3CC3)c2)c(Cl)c1. As a reaction SMILES: [Br:1][c:2]1[n:3][cH:4][cH:5][c:6]([NH:8][C:9]([c:10]2[c:11]([Cl:19])[cH:12][c:13]([CH:17]=[CH2:18])[cH:14][c:15]2[Cl:16])=[O:20])[cH:7]1.[C:27](=[O:28])([O-:29])[O-:30].[Cs+:31].[Cs+:32].[NH2:21][C:22](=[O:23])[CH:24]1[CH2:25][CH2:26]1.[O:33]1[CH2:34][CH2:35][O:36][CH2:37][CH2:38]1.[O:41]=[C:42]([CH:43]=[CH:44][c:45]1[cH:46][cH:47][cH:48][cH:49][cH:50]1)[CH:51]=[CH:52][c:53]1[cH:54][cH:55][cH:56][cH:57][cH:58]1.[O:59]=[C:60]([CH:61]=[CH:62][c:63]1[cH:64][cH:65][cH:66][cH:67][cH:68]1)[CH:69]=[CH:70][c:71]1[cH:72][cH:73][cH:74][cH:75][cH:76]1.[O:77]=[C:78]([CH:79]=[CH:80][c:81]1[cH:82][cH:83][cH:84][cH:85][cH:86]1)[CH:87]=[CH:88][c:89]1[cH:90][cH:91][cH:92][cH:93][cH:94]1.[Pd:39].[Pd:40]>>[c:2]1([NH:21][C:22](=[O:23])[CH:24]2[CH2:25][CH2:26]2)[n:3][cH:4][cH:5][c:6]([NH:8][C:9]([c:10]2[c:11]([Cl:19])[cH:12][c:13]([CH:17]=[CH2:18])[cH:14][c:15]2[Cl:16])=[O:20])[cH:7]1. The reactants are C(C1=CC=CC=C1)O[C@H]1[C@](O)(O[C@@H]([C@H]([C@@H]1OCC1=CC=CC=C1)OCC1=CC=CC=C1)COCC1=CC=CC=C1)C1=CC(=C(C=C1)C)CC1=CC=C(C=C1)C#C[Si](C)(C)C (1-(2,3,4,6-tetra-O-benzyl-β-D-glucopyranos-1-yl)4-methyl-3-[4-(trimethylsilylethynyl)-benzyl]-benzene). The reagents and catalysts are [OH-].[OH-].[Pd+2] (palladium hydroxide on charcoal), catalyst. The solvent is C(C)(=O)OCC (ethyl acetate). Conditions: time 24 hour. Yields the product O[C@]1([C@H](O)[C@@H](O)[C@H](O)[C@H](O1)CO)C1=CC(=C(C=C1)C)CC1=CC=C(C=C1)CC[Si](C)(C)C (1-(β-D-glucopyranos-1-yl)-4-methyl-3-[4-(2-trimethylsilyl-ethyl)-benzyl]-benzene). Reaction SMILES: C([O:8][C@@H:9]1[C@@H:15]([O:16]CC2C=CC=CC=2)[C@H:14]([O:24]CC2C=CC=CC=2)[C@@H:13]([CH2:32][O:33]CC2C=CC=CC=2)[O:12][C@@:10]1([C:41]1[CH:46]=[CH:45][C:44]([CH3:47])=[C:43]([CH2:48][C:49]2[CH:54]=[CH:53][C:52]([C:55]#[C:56][Si:57]([CH3:60])([CH3:59])[CH3:58])=[CH:51][CH:50]=2)[CH:42]=1)[OH:11])C1C=CC=CC=1>C(OCC)(=O)C.[OH-].[OH-].[Pd+2]>[OH:11][C@:10]1([C:41]2[CH:46]=[CH:45][C:44]([CH3:47])=[C:43]([CH2:48][C:49]3[CH:50]=[CH:51][C:52]([CH2:55][CH2:56][Si:57]([CH3:60])([CH3:58])[CH3:59])=[CH:53][CH:54]=3)[CH:42]=2)[O:12][C@H:13]([CH2:32][OH:33])[C@@H:14]([OH:24])[C@H:15]([OH:16])[C@H:9]1[OH:8] |f:2.3.4|. Reported procedure: A mixture of 0.29 g 1-(2,3,4,6-tetra-O-benzyl-β-D-glucopyranos-1-yl)4-methyl-3-[4-(trimethylsilylethynyl)-benzyl]-benzene and 0.25 g of 10% palladium hydroxide on charcoal in 3 ml of ethyl acetate is shaken for 24 h at ambient temperature under a hydrogen pressure of 1 atm. Then another 0.2 g of catalyst are added and the solution is shaken for a further 20 h under a hydrogen atmosphere. Then the catalyst is filtered off, the filtrate is evaporated down and the residue is chromatographed through... As a reaction SMILES: [F:1][C:2]([F:7])([F:6])[C:3]([NH2:5])=[O:4].[O-2].[Mg+2].C(O)(=O)C.C(O)(=O)C.IC1C=CC=CC=1.[CH3:25][C:26]1([CH3:66])[N:30]([CH2:31][CH2:32][CH2:33][CH2:34][CH2:35][CH2:36][CH2:37][CH2:38][CH2:39][S:40][CH2:41][CH2:42][CH2:43][C:44]([F:50])([F:49])[C:45]([F:48])([F:47])[F:46])[C:29](=[O:51])[N:28]([C:52]2[CH:57]=[CH:56][C:55]([N+:58]([O-:60])=[O:59])=[C:54]([C:61]([F:64])([F:63])[F:62])[CH:53]=2)[C:27]1=[O:65]>C(Cl)Cl.C([O-])(=O)C.[Rh+3].C([O-])(=O)C.C([O-])(=O)C>[CH3:25][C:26]1([CH3:66])[N:30]([CH2:31][CH2:32][CH2:33][CH2:34][CH2:35][CH2:36][CH2:37][CH2:38][CH2:39][S:40]([CH2:41][CH2:42][CH2:43][C:44]([F:49])([F:50])[C:45]([F:48])([F:47])[F:46])=[N:5][C:3](=[O:4])[C:2]([F:7])([F:6])[F:1])[C:29](=[O:51])[N:28]([C:52]2[CH:57]=[CH:56][C:55]([N+:58]([O-:60])=[O:59])=[C:54]([C:61]([F:63])([F:64])[F:62])[CH:53]=2)[C:27]1=[O:65] |f:1.2,3.4.5,8.9.10.11|. Yields the product CC1(C(N(C(N1CCCCCCCCC/S(=N/C(C(F)(F)F)=O)/CCCC(C(F)(F)F)(F)F)=O)C1=CC(=C(C=C1)[N+](=O)[O-])C(F)(F)F)=O)C (N-[(1Z)-(9-{5,5-dimethyl-3-[4-nitro-3-(trifluoromethyl)phenyl]-2,4-dioxoimidazolidin-1-yl}nonyl)(4,4,5,5,5-pentafluoropentyl)-λ4-sulphanylidene]-2,2,2-trifluoroacetamide). The solvent is C(Cl)Cl (CH2Cl2). Isolated yield 34.0%. The reagents and catalysts are C(C)(=O)[O-].[Rh+3].C(C)(=O)[O-].C(C)(=O)[O-] (rhodium acetate). Procedure: 2,2,2-trifluoroacetamide (106 mg, 0.94 mmole), magnesium oxide (76 mg, 4 eq.), rhodium acetate in the dimer form (5.2 mg, 0.025 eq.) and iodobenzene diacetate (228 mg, 1.5 eq.) are added at 23° C. to a solution of Example 1 (300 mg, 0.48 mmole) in anhydrous CH2Cl2 (5 ml). Stirring is maintained for 6 hours at 23° C. then the reaction mixture is filtered under vacuum. The filtrate is poured into water (25 ml) and extracted with AcOEt (2×25 ml). The organic phases are combined and washed successiv... Run at temperature 23 celsius. Reactants: FC(C(=O)N)(F)F (2,2,2-trifluoroacetamide), [O-2].[Mg+2] (magnesium oxide), C(C)(=O)O.C(C)(=O)O.IC1=CC=CC=C1 (iodobenzene diacetate), CC1(C(N(C(N1CCCCCCCCCSCCCC(C(F)(F)F)(F)F)=O)C1=CC(=C(C=C1)[N+](=O)[O-])C(F)(F)F)=O)C (5,5-dimethyl-3-[4-nitro-3-(trifluoromethyl)phenyl]-1-{9-[(4,4,5,5,5-pentafluoropentyl)thio]nonyl}imidazolidine-2,4-dione). Starting materials: BrC=1C(=CC2=C(C=3N(C4CC2C4)C(=C(N3)C(=O)OC)C(O)C3CN(C3)C(=O)OC(C)(C)C)C1)F (Methyl 10-bromo-3-((1-(tert-butoxycarbonyl)azetidin-3-yl)(hydroxy)methyl)-9-fluoro-6,7-dihydro-5H-5,7-methanobenzo[c]imidazo[1,2-a]azepine-2-carboxylate), C[O-].[Na+] (sodium methoxide), C(=O)N (formamide). Product: BrC=1C(=CC2=C(C=3N(C4CC2C4)C(=C(N3)C(N)=O)C(C3CN(C3)C(=O)OC(C)(C)C)O)C1)F (tert-butyl (±)-3-((10-bromo-2-carbamoyl-9-fluoro-6,7-dihydro-5H-5,7-methanobenzo[c]imidazo[1,2-a]azepin-3-yl)(hydroxy)methyl)azetidine-1-carboxylate). Yield: 82.0%. Reaction SMILES: [Br:1][C:2]1[C:3]([F:34])=[CH:4][C:5]2[CH:11]3[CH2:12][CH:9]([CH2:10]3)[N:8]3[C:13]([CH:20]([CH:22]4[CH2:25][N:24]([C:26]([O:28][C:29]([CH3:32])([CH3:31])[CH3:30])=[O:27])[CH2:23]4)[OH:21])=[C:14]([C:16]([O:18]C)=O)[N:15]=[C:7]3[C:6]=2[CH:33]=1.C[O-].[Na+].C([NH2:40])=O>>[Br:1][C:2]1[C:3]([F:34])=[CH:4][C:5]2[CH:11]3[CH2:12][CH:9]([CH2:10]3)[N:8]3[C:13]([CH:20]([OH:21])[CH:22]4[CH2:25][N:24]([C:26]([O:28][C:29]([CH3:32])([CH3:30])[CH3:31])=[O:27])[CH2:23]4)=[C:14]([C:16](=[O:18])[NH2:40])[N:15]=[C:7]3[C:6]=2[CH:33]=1 |f:1.2|. Procedure details: tert-butyl 3-((10-bromo-2-carbamoyl-9-fluoro-6,7-dihydro-5H-5,7-methanobenzo[c]imidazo[1,2-a]azepin-3-yl)(hydroxy)methyl)azetidine-1-carboxylate was prepared similarly to as described in General Procedure L. Methyl 10-bromo-3-((1-(tert-butoxycarbonyl)azetidin-3-yl)(hydroxy)methyl)-9-fluoro-6,7-dihydro-5H-5,7-methanobenzo[c]imidazo[1,2-a]azepine-2-carboxylate was reacted with sodium methoxide and formamide to afford 160 mg (82% yield) of the title compound. Starting materials: NC=1C=C2C(C(NC2=CC1NC(=O)CCC)=O)(C)C (5-amino-6-n-propylcarbonylamino-3,3-dimethylindolin-2-one), C(CCC)(=O)O (butyric acid). Yields the product C(CC)C=1NC2=C(N1)C=C1C(=C2)NC(C1(C)C)=O (2-(1-Propyl)-7,7-dimethyl-6,7-dihydro-3H,5H-pyrrolo[2,3-f]benzimidazol-6-one). Reaction SMILES: [NH2:1][C:2]1[CH:3]=[C:4]2[C:8](=[CH:9][C:10]=1[NH:11][C:12]([CH2:14][CH2:15][CH3:16])=O)[NH:7][C:6](=[O:17])[C:5]2([CH3:19])[CH3:18].C(O)(=O)CCC>>[CH2:14]([C:12]1[NH:11][C:10]2[CH:9]=[C:8]3[NH:7][C:6](=[O:17])[C:5]([CH3:19])([CH3:18])[C:4]3=[CH:3][C:2]=2[N:1]=1)[CH2:15][CH3:16]. Reported procedure: According to the process of Example 5, from 0.7 g. (2.7 mmole) 5-amino-6-n-propylcarbonylamino-3,3-dimethylindolin-2-one and 7 ml. butyric acid, after 1 hour at 100° C., there is obtained 0.4 g. (61% of theory) of the title compound; m.p. 284°-285° C. Starting materials: C1CCOC1, CC1(C)CCCC(N)C1, CC1(C)Cc2c(c(C(=O)O)cc3nc(Nc4c(Cl)cncc4Cl)[nH]c23)O1, F[B-](F)(F)F, CN(C)C=O, CN(C)C(On1nnc2ccccc21)=[N+](C)C. Yields the product CC1(C)CCCC(NC(=O)c2cc3nc(Nc4c(Cl)cncc4Cl)[nH]c3c3c2OC(C)(C)C3)C1. RXN SMILES: [CH2:63]1[O:64][CH2:65][CH2:66][CH2:67]1.[CH3:54][C:55]1([CH3:62])[CH2:56][CH:57]([NH2:61])[CH2:58][CH2:59][CH2:60]1.[Cl:1][c:2]1[cH:3][n:4][cH:5][c:6]([Cl:26])[c:7]1[NH:8][c:9]1[nH:10][c:11]2[c:12]([n:13]1)[cH:14][c:15]([C:23](=[O:24])[OH:25])[c:16]1[c:17]2[CH2:18][C:19]([CH3:21])([CH3:22])[O:20]1.[F:27][B-:28]([F:29])([F:30])[F:31].[O:49]=[CH:50][N:51]([CH3:52])[CH3:53].[n:32]1([O:33][C:34]([N:35]([CH3:36])[CH3:37])=[N+:38]([CH3:39])[CH3:40])[c:41]2[cH:42][cH:43][cH:44][cH:45][c:46]2[n:47][n:48]1>>[Cl:1][c:2]1[cH:3][n:4][cH:5][c:6]([Cl:26])[c:7]1[NH:8][c:9]1[nH:10][c:11]2[c:12]([n:13]1)[cH:14][c:15]([C:23](=[O:25])[NH:61][CH:57]1[CH2:56][C:55]([CH3:54])([CH3:62])[CH2:60][CH2:59][CH2:58]1)[c:16]1[c:17]2[CH2:18][C:19]([CH3:21])([CH3:22])[O:20]1. The reactants are OCCN1C(=NC(=C1)C(F)(F)F)C1=CC=C(C=C1)OC (1-(2-hydroxyethyl)-2-(4-methoxyphenyl)-4-(trifluoromethyl)-1H-imidazole), NC(CCSC)C(=O)O (DL-methionine), N (ammonia). Run in CS(=O)(=O)O (methanesulphonic acid). Yields the product OCCN1C(=NC(=C1)C(F)(F)F)C1=CC=C(C=C1)O (1-(2-hydroxyethyl)-2-(4-hydroxyphenyl)-4-(trifluoromethyl)-1H-imidazole). Reaction SMILES: [OH:1][CH2:2][CH2:3][N:4]1[CH:8]=[C:7]([C:9]([F:12])([F:11])[F:10])[N:6]=[C:5]1[C:13]1[CH:18]=[CH:17][C:16]([O:19]C)=[CH:15][CH:14]=1.NC(C(O)=O)CCSC.N>CS(O)(=O)=O>[OH:1][CH2:2][CH2:3][N:4]1[CH:8]=[C:7]([C:9]([F:11])([F:10])[F:12])[N:6]=[C:5]1[C:13]1[CH:18]=[CH:17][C:16]([OH:19])=[CH:15][CH:14]=1. Reported procedure: A solution of 14.6 g of 1-(2-hydroxyethyl)-2-(4-methoxyphenyl)-4-(trifluoromethyl)-1H-imidazole and 8.7 g of DL-methionine in 90 ml of methanesulphonic acid is stirred for 24 hours at 110°, then cooled, poured onto ice and the pH is adjusted to 10 with ammonia. The mixture is extracted several times with ethyl acetate, the combined organic phases are dried over sodium sulphate, filtered and the filtrate is concentrated to a small volume. 1-(2-hydroxyethyl)-2-(4-hydroxyphenyl)-4-(trifluoromethyl)...